From a dataset of the Open Reaction Database (ORD), a public repository of structured organic reaction records. describe an organic reaction: reactants, conditions, products, and yield The reactants are 2-Potassium 1,1,1,3,3,3-hexamethyl-disilazane, C(C)(C)(C)OC(NCCO)=O ((2-Hydroxy-ethyl)-carbamic acid tert-butyl ester), BrC1=C(C=C(C=C1)C(F)(F)F)C(F)(F)F (1-bromo-2,4-bis-trifluoromethyl-benzene). The solvent is O (water), CC(=O)N(C)C (dimethyl-acetamide). Conditions: temperature 60 celsius, time 18 hour. Yields the product C(C)(C)(C)OC(NCCOC1=C(C=C(C=C1)C(F)(F)F)C(F)(F)F)=O ([2-(2,4-Bis-trifluoromethyl-phenoxy)-ethyl]-carbamic acid tert-butyl ester). As a reaction SMILES: [C:1]([O:5][C:6](=[O:11])[NH:7][CH2:8][CH2:9][OH:10])([CH3:4])([CH3:3])[CH3:2].Br[C:13]1[CH:18]=[CH:17][C:16]([C:19]([F:22])([F:21])[F:20])=[CH:15][C:14]=1[C:23]([F:26])([F:25])[F:24]>CC(N(C)C)=O.O>[C:1]([O:5][C:6](=[O:11])[NH:7][CH2:8][CH2:9][O:10][C:17]1[CH:18]=[CH:13][C:14]([C:23]([F:26])([F:24])[F:25])=[CH:15][C:16]=1[C:19]([F:20])([F:21])[F:22])([CH3:4])([CH3:2])[CH3:3]. Reported procedure: (2-Hydroxy-ethyl)-carbamic acid tert-butyl ester (0.2 mL, 1.29 mmol) is dissolved in 3 mL dry dimethyl-acetamide. 2-Potassium-1,1,1,3,3,3-hexamethyl-disilazane (0.52 g, 2.6 mmol, 2 equiv.) is added, followed by 1-bromo-2,4-bis-trifluoromethyl-benzene 31 (0.26 mL, 1.5 mmol, 1.2 equiv.). The mixture is stirred at 60° C. under nitrogen for 18 hours. The mixture is cooled, diluted with 50 mL water and extracted with dichloromethane (3×50 mL). The combined organic extracts are washed with water and 1...